describe an organic reaction: reactants, conditions, products, and yield From a dataset of the Open Reaction Database (ORD), a public repository of structured organic reaction records. Starting materials: S1C=NC2=C1C=CC=C2 (benzothiazole), C(C=CCCC)(=O)O (2-hexenic acid), C(CC)C1CSC2=C(NC1=O)C=CC=C2 (2,3-dihydro-3-propyl-1,5-benzothiazepin-4(5H)-one). The product is 2,3-dihydro-2,3-tetramethylene-1,5-benzothiazepin-4(5H)-one, S1C=NC2=C1C=CC=C2 (benzothiazole), C1(=CCCCC1)C(=O)O (cyclohexene-1-carboxylic acid). Reaction SMILES: C(C1[C:10](=O)[NH:9][C:8]2[CH:12]=[CH:13][CH:14]=[CH:15][C:7]=2[S:6]C1)CC.S1[C:20]2[CH:21]=[CH:22][CH:23]=[CH:24][C:19]=2N=C1.[C:25]([OH:32])(=[O:31])C=CCCC>>[S:6]1[C:7]2[CH:15]=[CH:14][CH:13]=[CH:12][C:8]=2[N:9]=[CH:10]1.[C:19]1([C:25]([OH:32])=[O:31])[CH2:24][CH2:23][CH2:22][CH2:21][CH:20]=1. Procedure details: In an analogous manner to the previous examples, 2,3-dihydro-3-propyl-1,5-benzothiazepin-4(5H)-one (melting point: 120°-122° C.) was obtained from benzothiazole and 2-hexenic acid, 2,3-dihydro-2,3-tetramethylene-1,5-benzothiazepin-4(5H)-one (melting point: 225°-227° C.) was obtained from benzothiazole and cyclohexene-1-carboxylic acid and 2,3-dihydro-7,8-dimethyl-1,5-benzothiazepin-(5H)one (melting point: 241°-244° C.) was obtained from 5,6-dimethylbenzothiazole and acrylic acid. The reactants are ClC1=NC=CC(=N1)C1=CC=2C(N(CC3(C2N1)CN(CCO3)C(=O)OC(C)(C)C)CC3=CC=C(C=C3)OC)=O (tert-butyl 2′-(2-chloropyrimidin-4-yl)-5′-(4-methoxybenzyl)-4′-oxo-1′,4′,5′,6′-tetrahydrospiro[morpholine-2,7′-pyrrolo[3,2-c]pyridine]-4-carboxylate), O1C(=CC2=C1C=CC=C2)B(O)O (2-benzofuraneboronic acid). Yields the product O1C(=CC2=C1C=CC=C2)C2=NC=CC(=N2)C2=CC=1C(NCC3(C1N2)CNCCO3)=O (2′-(2-(benzofuran-2-yl)pyrimidin-4-yl)-5′,6′-dihydrospiro[morpholine-2,7′-pyrrolo[3,2-c]pyridin]-4′(1′H)-one), TFA-salt. RXN SMILES: Cl[C:2]1[N:7]=[C:6]([C:8]2[NH:16][C:15]3[C:14]4([O:21][CH2:20][CH2:19][N:18](C(OC(C)(C)C)=O)[CH2:17]4)[CH2:13][N:12](CC4C=CC(OC)=CC=4)[C:11](=[O:38])[C:10]=3[CH:9]=2)[CH:5]=[CH:4][N:3]=1.[O:39]1[C:43]2[CH:44]=[CH:45][CH:46]=[CH:47][C:42]=2[CH:41]=[C:40]1B(O)O>>[O:39]1[C:43]2[CH:44]=[CH:45][CH:46]=[CH:47][C:42]=2[CH:41]=[C:40]1[C:2]1[N:7]=[C:6]([C:8]2[NH:16][C:15]3[C:14]4([O:21][CH2:20][CH2:19][NH:18][CH2:17]4)[CH2:13][NH:12][C:11](=[O:38])[C:10]=3[CH:9]=2)[CH:5]=[CH:4][N:3]=1. Reported procedure: The title compound was prepared following the general procedure reported for Example 1—1 using E8 and 2-benzofuraneboronic acid. The crude was purified by semi-preparative HPLC (method A) and isolated as a TFA-salt. MS (ES) C22H19N5O3 requires: 401. found: 402.1[M+H]+. Reactants: FC(C1=CC=C(C=C1)S(=O)[O-])(F)F.[Na+] (Sodium 4-trifluoromethylbenzenesulfinate), BrC1=C(C=2C3=C(N(C2C=C1)C)CC1CCC3N1)C(=O)OC(C)(C)C (tert-butyl 2-bromo-5-methyl-5,6,7,8,9,10-hexahydro-7,10-epiminocyclohepta[b]indole-carboxylate). The product is FC(C1=CC=C(C=C1)S(=O)(=O)C1=C(C=2C3=C(N(C2C=C1)C)CC1CCC3N1)C(=O)OC(C)(C)C)(F)F (tert-butyl 2-(4-trifluoromethylphenyl)sulfonyl-5-methyl-5,6,7,8,9,10-hexahydro-7,10-epiminocyclohepta[b]indole-carboxylate). Isolated yield 24.0%. RXN SMILES: [F:1][C:2]([F:13])([F:12])[C:3]1[CH:8]=[CH:7][C:6]([S:9]([O-:11])=[O:10])=[CH:5][CH:4]=1.[Na+].Br[C:16]1[CH:24]=[CH:23][C:22]2[N:21]([CH3:25])[C:20]3[CH2:26][CH:27]4[NH:31][CH:30]([C:19]=3[C:18]=2[C:17]=1[C:32]([O:34][C:35]([CH3:38])([CH3:37])[CH3:36])=[O:33])[CH2:29][CH2:28]4>>[F:13][C:2]([F:1])([F:12])[C:3]1[CH:4]=[CH:5][C:6]([S:9]([C:16]2[CH:24]=[CH:23][C:22]3[N:21]([CH3:25])[C:20]4[CH2:26][CH:27]5[NH:31][CH:30]([C:19]=4[C:18]=3[C:17]=2[C:32]([O:34][C:35]([CH3:38])([CH3:37])[CH3:36])=[O:33])[CH2:29][CH2:28]5)(=[O:11])=[O:10])=[CH:7][CH:8]=1 |f:0.1|. Reported procedure: Intermediate 17 was coupled with the product of Example 27, step B following the procedure of Example 27, step C. The crude product was purified by flash column chromatography (SiO2, 3:2 hexane/ethyl acetate) to give tert-butyl 2-(4-trifluoromethylphenyl)sulfonyl-5-methyl-5,6,7,8,9,10-hexahydro-7,10-epiminocyclohepta[b]indole-carboxylate (130 mg, 24%) as a white solid: 1H NMR (CDCl3, 300 MHz) δ 8.19 (s, 1H), 8.07 (d, J=8.4 Hz, 2H), 7.67-7.78 (m, 3H), 7.31-7.33 (m, 1H), 5.30 (br s, 1H), 4.70 (br ... Starting materials: CC1([C@@H](NC(O1)=O)C1=CC=CC=C1)C ((S)-5,5-dimethyl-4-phenyloxazolidin-2-one), ClC1=NC=CC(=C1)I (2-chloro-4-iodopyridine), P(=O)([O-])([O-])[O-].[K+].[K+].[K+] (potassium phosphate). The reagents and catalysts are [Cu]I (copper (I) iodide). The solvent is O1CCOCC1 (dioxane). Product: ClC1=NC=CC(=C1)N1C(OC([C@@H]1C1=CC=CC=C1)(C)C)=O ((S)-3-(2-chloropyridin-4-yl)-5,5-dimethyl-4-phenyloxazolidin-2-one). Reaction SMILES: [CH3:1][C:2]1([CH3:14])[O:6][C:5](=[O:7])[NH:4][C@H:3]1[C:8]1[CH:13]=[CH:12][CH:11]=[CH:10][CH:9]=1.[Cl:15][C:16]1[CH:21]=[C:20](I)[CH:19]=[CH:18][N:17]=1.P([O-])([O-])([O-])=O.[K+].[K+].[K+]>[Cu]I.O1CCOCC1>[Cl:15][C:16]1[CH:21]=[C:20]([N:4]2[C@@H:3]([C:8]3[CH:9]=[CH:10][CH:11]=[CH:12][CH:13]=3)[C:2]([CH3:14])([CH3:1])[O:6][C:5]2=[O:7])[CH:19]=[CH:18][N:17]=1 |f:2.3.4.5|. Procedure: To a microwave vial were added (S)-5,5-dimethyl-4-phenyloxazolidin-2-one (1 g, 5.23 mmol), 2-chloro-4-iodopyridine (1.878 g, 7.84 mmol) (commercially available from Frontier Scientific, Inc., Logan Utah), and dioxane (10.46 mL). Tribasic potassium phosphate (5.55 g, 26.1 mmol) and copper (I) iodide (0.996 g, 5.23 mmol, commercially available from Sigma-Aldrich, Milwaukee, Wis.) were then added to the vial. The vessel was purged with argon and then N,N′-dimethylethylenediamine (1.126 mL, 10.46 mm... Reaction conditions: time 25 minute. Procedure details: A drop of DMF and oxalyl chloride (0.283 mL, 3.30 mmol) was added to a stirred solution of 1-(4-nitrophenyl)cyclobutanecarboxylic acid (503 mg, 2.27 mmol) in DCM (7 mL) under a nitrogen atmosphere and the resulting mixture was stirred for 25 minutes at room temperature. The volatiles were removed in vacuo and the residue was dissolved in acetone (4.50 mL). A solution of sodium azide (400 mg, 5.23 mmol) in water (4.50 mL) was added with the temperature maintained below 0° C. After stirring for 30... Product: [N+](=O)([O-])C1=CC=C(C=C1)C1(CCC1)NC(OC)=O (Methyl 1-(4-nitrophenyl)cyclobutylcarbamate). Reaction SMILES: C[N:2]([CH:4]=[O:5])C.C(Cl)(=O)[C:7](Cl)=[O:8].[N+:12]([C:15]1[CH:20]=[CH:19][C:18]([C:21]2(C(O)=O)[CH2:24][CH2:23][CH2:22]2)=[CH:17][CH:16]=1)([O-:14])=[O:13].[N-]=[N+]=[N-].[Na+]>C(Cl)Cl.O.C(Cl)(Cl)Cl>[N+:12]([C:15]1[CH:16]=[CH:17][C:18]([C:21]2([NH:2][C:4](=[O:5])[O:8][CH3:7])[CH2:22][CH2:23][CH2:24]2)=[CH:19][CH:20]=1)([O-:14])=[O:13] |f:3.4|. Starting materials: [N-]=[N+]=[N-].[Na+] (sodium azide), CN(C)C=O (DMF), C(C(=O)Cl)(=O)Cl (oxalyl chloride), [N+](=O)([O-])C1=CC=C(C=C1)C1(CCC1)C(=O)O (1-(4-nitrophenyl)cyclobutanecarboxylic acid). The solvent is O (water), C(Cl)Cl (DCM), C(Cl)(Cl)Cl (chloroform).